From a dataset of the Open Reaction Database (ORD), a public repository of structured organic reaction records. describe an organic reaction: reactants, conditions, products, and yield The reactants are CC(C)O, COC(=O)C(C(=O)OC)C(C[N+](=O)[O-])c1ccc(Cl)cc1, C1CCOC1. Yields the product COC(=O)C1C(=O)NCC1c1ccc(Cl)cc1. RXN SMILES: [CH3:1][CH:2]([OH:3])[CH3:4].[Cl:5][c:6]1[cH:7][cH:8][c:9]([CH:12]([CH2:13][N+:14]([O-:20])=[O:21])[CH:17]([C:18]([O:15][CH3:16])=[O:19])[C:22](=[O:23])[O:24][CH3:25])[cH:10][cH:11]1.[O:26]1[CH2:27][CH2:28][CH2:29][CH2:30]1>>[Cl:5][c:6]1[cH:7][cH:8][c:9]([CH:12]2[CH2:13][NH:14][C:18](=[O:19])[CH:17]2[C:22](=[O:23])[O:24][CH3:25])[cH:10][cH:11]1. Starting materials: CC(C)(C)OC(=O)NCC=Cc1cc2ncnc(Nc3ccc(OCc4cccc(F)c4)c(Cl)c3)c2[nH]1, Cl, [Na+], C1CCOC1, [OH-]. Yields the product NCC=Cc1cc2ncnc(Nc3ccc(OCc4cccc(F)c4)c(Cl)c3)c2[nH]1. As a reaction SMILES: [Cl:1][c:2]1[cH:3][c:4]([NH:17][c:18]2[c:19]3[c:20]([n:21][cH:22][n:23]2)[cH:24][c:25]([CH:27]=[CH:28][CH2:29][NH:30][C:31](=[O:32])[O:33][C:34]([CH3:35])([CH3:36])[CH3:37])[nH:26]3)[cH:5][cH:6][c:7]1[O:8][CH2:9][c:10]1[cH:11][c:12]([F:16])[cH:13][cH:14][cH:15]1.[ClH:38].[Na+:40].[O:41]1[CH2:42][CH2:43][CH2:44][CH2:45]1.[OH-:39]>>[Cl:1][c:2]1[cH:3][c:4]([NH:17][c:18]2[c:19]3[c:20]([n:21][cH:22][n:23]2)[cH:24][c:25]([CH:27]=[CH:28][CH2:29][NH2:30])[nH:26]3)[cH:5][cH:6][c:7]1[O:8][CH2:9][c:10]1[cH:11][c:12]([F:16])[cH:13][cH:14][cH:15]1.